Dataset: the Open Reaction Database (ORD), a public repository of structured organic reaction records. Task: describe an organic reaction: reactants, conditions, products, and yield Starting materials: Brc1cnc2n1-c1cccnc1Nc1ccccc1-2, CCO, CC(C)(C)OC(=O)NC1(c2ccc(B3OC(C)(C)C(C)(C)O3)cc2)CCC1, O, Cc1ccccc1, c1ccc(P(c2ccccc2)(c2ccccc2)[Pd](P(c2ccccc2)(c2ccccc2)c2ccccc2)(P(c2ccccc2)(c2ccccc2)c2ccccc2)P(c2ccccc2)(c2ccccc2)c2ccccc2)cc1. Product: CC(C)(C)OC(=O)NC1(c2ccc(-c3cnc4n3-c3cccnc3Nc3ccccc3-4)cc2)CCC1. RXN SMILES: [Br:1][c:2]1[cH:3][n:4][c:5]2[n:6]1-[c:7]1[c:8]([n:16][cH:17][cH:18][cH:19]1)[NH:9][c:10]1[c:11]-2[cH:12][cH:13][cH:14][cH:15]1.[CH2:48]([OH:49])[CH3:50].[CH3:20][C:21]1([CH3:22])[C:23]([CH3:24])([CH3:25])[O:26][B:27]([c:28]2[cH:29][cH:30][c:31]([C:34]3([NH:38][C:39]([O:40][C:41]([CH3:42])([CH3:43])[CH3:44])=[O:45])[CH2:35][CH2:36][CH2:37]3)[cH:32][cH:33]2)[O:46]1.[OH2:47].[c:51]1([CH3:52])[cH:53][cH:54][cH:55][cH:56][cH:57]1.[cH:58]1[cH:59][cH:60][c:61]([P:62]([Pd:63]([P:64]([c:65]2[cH:66][cH:67][cH:68][cH:69][cH:70]2)([c:71]2[cH:72][cH:73][cH:74][cH:75][cH:76]2)[c:77]2[cH:78][cH:79][cH:80][cH:81][cH:82]2)([P:83]([c:84]2[cH:85][cH:86][cH:87][cH:88][cH:89]2)([c:90]2[cH:91][cH:92][cH:93][cH:94][cH:95]2)[c:96]2[cH:97][cH:98][cH:99][cH:100][cH:101]2)[P:102]([c:103]2[cH:104][cH:105][cH:106][cH:107][cH:108]2)([c:109]2[cH:110][cH:111][cH:112][cH:113][cH:114]2)[c:115]2[cH:116][cH:117][cH:118][cH:119][cH:120]2)([c:121]2[cH:122][cH:123][cH:124][cH:125][cH:126]2)[c:127]2[cH:128][cH:129][cH:130][cH:131][cH:132]2)[cH:133][cH:134]1>>[c:2]1(-[c:28]2[cH:29][cH:30][c:31]([C:34]3([NH:38][C:39]([O:40][C:41]([CH3:42])([CH3:43])[CH3:44])=[O:45])[CH2:35][CH2:36][CH2:37]3)[cH:32][cH:33]2)[cH:3][n:4][c:5]2[n:6]1-[c:7]1[c:8]([n:16][cH:17][cH:18][cH:19]1)[NH:9][c:10]1[c:11]-2[cH:12][cH:13][cH:14][cH:15]1. Reactants: FC(OC=1C=C2C=CNC2=CC1)F (5-Difluoromethoxyindole), Cl(=O)[O-].[Na+].P(=O)(O)(O)[O-].[Na+] (sodium chlorite sodium dihydrogen phosphate), P(=O)(Cl)(Cl)Cl.CN(C)C=O (phosphorous oxychloride DMF), aldehyde. Run in O1CCOCC1 (dioxane). Yields the product FC(OC=1C=C2C(=CNC2=CC1)C(=O)O)F (5-(difluoromethoxy)-1H-indole-3-carboxylic acid). RXN SMILES: [F:1][CH:2]([F:13])[O:3][C:4]1[CH:5]=[C:6]2[C:10](=[CH:11][CH:12]=1)[NH:9][CH:8]=[CH:7]2.P(Cl)(Cl)(Cl)=O.CN([CH:22]=[O:23])C.Cl([O-])=[O:25].[Na+].P([O-])(O)(O)=O.[Na+]>O1CCOCC1>[F:13][CH:2]([F:1])[O:3][C:4]1[CH:5]=[C:6]2[C:10](=[CH:11][CH:12]=1)[NH:9][CH:8]=[C:7]2[C:22]([OH:23])=[O:25] |f:1.2,3.4.5.6|. Procedure: 5-Difluoromethoxyindole (PCT 2007/096395) was formylated at the 3-position using the Vilsmeyer-Haack protocol (phosphorous oxychloride/DMF). The resulting aldehyde was oxidized with sodium chlorite/sodium dihydrogen phosphate in aqueous dioxane. MS (m/e) 227. The reactants are [H-].[H-].[H-].[H-].[Li+].[Al+3] (LAH), O1CCOC12CCC(CC2)=O (1,4-dioxaspiro[4.5]decan-8-one), alcohol, O.O.O.O.O.O.O.O.O.O.S(=O)(=O)([O-])[O-].[Na+].[Na+] (sodium sulfate decahydrate), ketone. Run in C1CCOC1 (THF), C1CCOC1 (THF). Run at temperature 0 celsius, time 30 minute. Product: O1CCOC12CCC(CC2)O (1,4-Dioxaspiro[4.5]decan-8-ol). RXN SMILES: [H-].[H-].[H-].[H-].[Li+].[Al+3].[O:7]1[C:11]2([CH2:16][CH2:15][C:14](=[O:17])[CH2:13][CH2:12]2)[O:10][CH2:9][CH2:8]1.O.O.O.O.O.O.O.O.O.O.S([O-])([O-])(=O)=O.[Na+].[Na+]>C1COCC1>[O:7]1[C:11]2([CH2:16][CH2:15][CH:14]([OH:17])[CH2:13][CH2:12]2)[O:10][CH2:9][CH2:8]1 |f:0.1.2.3.4.5,7.8.9.10.11.12.13.14.15.16.17.18.19|. Reported procedure: To LAH (9.11 g, 240 mmol) in THF (100 mL) was added 1,4-dioxaspiro[4.5]decan-8-one (25 g, 160 mmol) in THF (100 mL) dropwise at 0° C. The reaction mixture was left to stir for 30 min at 0° C., and allowed to warm to room temperature. The reaction was monitored by TLC until the ketone was fully converted to the alcohol. The reaction mixture was treated with sodium sulfate decahydrate in small portions, filtered through a pad of Celite, and concentrated to give the title compound. Solvent: CN(C)C=O (DMF), CCO (EtOH), O (H2O). Run at temperature 80 celsius, time 4 hour. As a reaction SMILES: I[C:2]1[C:10]2[C:5](=[N:6][CH:7]=[N:8][C:9]=2[NH2:11])[N:4]([CH:12]([CH3:14])[CH3:13])[N:3]=1.CC1(C)C(C)(C)OB([C:23]2[CH:35]=[CH:34][C:26]3[N:27]=[C:28]([NH:30][C:31](=[O:33])[CH3:32])[S:29][C:25]=3[CH:24]=2)O1.C1(P(C2C=CC=CC=2)C2C=CC=CC=2)C=CC=CC=1.C([O-])([O-])=O.[Na+].[Na+]>CN(C=O)C.CCO.O.CC([O-])=O.CC([O-])=O.[Pd+2]>[NH2:11][C:9]1[N:8]=[CH:7][N:6]=[C:5]2[N:4]([CH:12]([CH3:14])[CH3:13])[N:3]=[C:2]([C:23]3[CH:35]=[CH:34][C:26]4[N:27]=[C:28]([NH:30][C:31](=[O:33])[CH3:32])[S:29][C:25]=4[CH:24]=3)[C:10]=12 |f:3.4.5,9.10.11|. Reported procedure: A mixture of 3-iodo-1-isopropyl-1H-pyrazolo[3,4-d]pyrimidin-4-amine (104) (1.88 g, 6.2 mmol), N-(6-(4,4,5,5-tetramethyl-1,3,2-dioxaborolan-2-yl)benzo[d]thiazol-2-yl)acetamide (I-5) (2.0 g, 6.3 mmol), Pd(OAc)2 (0.28 g, 1.24 mmol), triphenyl phosphine (0.98 g, 3.7 mmol) and Na2CO3 (3.3 g, 31 mmol) was dissolved in a mixture of DMF (5 mL), EtOH (2 mL) and H2O (2 mL). The resulting mixture was degassed and back-filled with argon three times and then stirred at 80° C. for 4 h. The mixture was allowed... Starting materials: IC1=NN(C2=NC=NC(=C21)N)C(C)C (3-iodo-1-isopropyl-1H-pyrazolo[3,4-d]pyrimidin-4-amine), CC1(OB(OC1(C)C)C1=CC2=C(N=C(S2)NC(C)=O)C=C1)C (N-(6-(4,4,5,5-tetramethyl-1,3,2-dioxaborolan-2-yl)benzo[d]thiazol-2-yl)acetamide), C1(=CC=CC=C1)P(C1=CC=CC=C1)C1=CC=CC=C1 (triphenyl phosphine), C(=O)([O-])[O-].[Na+].[Na+] (Na2CO3). The yield is 48.3%. The reagents and catalysts are CC(=O)[O-].CC(=O)[O-].[Pd+2] (Pd(OAc)2). Yields the product NC1=C2C(=NC=N1)N(N=C2C2=CC1=C(N=C(S1)NC(C)=O)C=C2)C(C)C (N-(6-(4-amino-1-isopropyl-1H-pyrazolo[3,4-d]pyrimidin-3-yl)benzo[d]thiazol-2-yl)acetamide). Starting materials: Cc1nc(C)c(-c2ccc(-c3ccc(CC(=O)O)cc3Cl)cc2)nc1C(N)=O, CCN(C(C)C)C(C)C, CCN=C=NCCCN(C)C, Cl, Cl, COC(=O)C(N)C(C)C, CN(C)C=O, On1nnc2ccccc21. Yields the product COC(=O)C(NC(=O)Cc1ccc(-c2ccc(-c3nc(C(N)=O)c(C)nc3C)cc2)c(Cl)c1)C(C)C. As a reaction SMILES: [C:20]([NH2:21])(=[O:22])[c:23]1[c:24]([CH3:47])[n:25][c:26]([CH3:46])[c:27](-[c:29]2[cH:30][cH:31][c:32](-[c:35]3[c:36]([Cl:45])[cH:37][c:38]([CH2:41][C:42](=[O:43])[OH:44])[cH:39][cH:40]3)[cH:33][cH:34]2)[n:28]1.[CH2:11]([N:12]([CH:13]([CH3:14])[CH3:15])[CH:16]([CH3:17])[CH3:18])[CH3:19].[CH3:49][N:50]([CH3:51])[CH2:52][CH2:53][CH2:54][N:55]=[C:56]=[N:57][CH2:58][CH3:59].[ClH:1].[ClH:48].[NH2:2][CH:3]([C:4](=[O:5])[O:6][CH3:7])[CH:8]([CH3:9])[CH3:10].[O:70]=[CH:71][N:72]([CH3:73])[CH3:74].[n:60]1([OH:61])[c:62]2[cH:63][cH:64][cH:65][cH:66][c:67]2[n:68][n:69]1>>[NH:2]([CH:3]([C:4](=[O:5])[O:6][CH3:7])[CH:8]([CH3:9])[CH3:10])[C:42]([CH2:41][c:38]1[cH:37][c:36]([Cl:45])[c:35](-[c:32]2[cH:31][cH:30][c:29](-[c:27]3[c:26]([CH3:46])[n:25][c:24]([CH3:47])[c:23]([C:20]([NH2:21])=[O:22])[n:28]3)[cH:34][cH:33]2)[cH:40][cH:39]1)=[O:43]. Reactants: hydrochloride salt, CC1=CC=C(C=C1)S(=O)(=O)OCC1OC2=C(C1)C=C(C=C2C2=C(C=CC=C2Cl)Cl)F ([5-fluoro-7-(2,6-dichlorophenyl)-2,3-dihydro-1-benzofuran-2-yl]methyl 4-methylbenzenesulfonate), N1CCCC1 (pyrrolidine). The product is ClC1=C(C(=CC=C1)Cl)C1=CC(=CC=2CC(OC21)CN2CCCC2)F ((±)-1-{[7-(2,6-dichlorophenyl)-5-fluoro-2,3-dihydro-1-benzofuran-2-yl]methyl}pyrrolidine). As a reaction SMILES: CC1C=CC(S(O[CH2:12][CH:13]2[CH2:17][C:16]3[CH:18]=[C:19]([F:30])[CH:20]=[C:21]([C:22]4[C:27]([Cl:28])=[CH:26][CH:25]=[CH:24][C:23]=4[Cl:29])[C:15]=3[O:14]2)(=O)=O)=CC=1.[NH:31]1[CH2:35][CH2:34][CH2:33][CH2:32]1>>[Cl:29][C:23]1[CH:24]=[CH:25][CH:26]=[C:27]([Cl:28])[C:22]=1[C:21]1[C:15]2[O:14][CH:13]([CH2:12][N:31]3[CH2:35][CH2:34][CH2:33][CH2:32]3)[CH2:17][C:16]=2[CH:18]=[C:19]([F:30])[CH:20]=1. Procedure: The title compound was prepared (0.069 g, 61%) following the general procedure of Example 390 as a white solid, hydrochloride salt from (±)-([5-fluoro-7-(2,6-dichlorophenyl)-2,3-dihydro-1-benzofuran-2-yl]methyl 4-methylbenzenesulfonate (0.13 g, 0.28 mmol) and pyrrolidine (0.20 g, 2.8 mmol). mp 65-67° C. The reactants are C(C1=CC=CC=C1)N1CCC(CC1)OCC(=O)OC (Methyl 2-(1-benzylpiperidin-4-oxy)acetate), C(C)N (ethylamine), Cl.C(C1=CC=CC=C1)N1CCC(CC1)OCC(=O)O (2-(1-Benzylpiperidin-4-oxy)acetic acid, hydrochloride), methyl ester, Cl (hydrochloric acid). Solvent: CO (methanol). Yields the product C(C)NC(COC1CCN(CC1)CC1=CC=CC=C1)=O (N-ethyl-2-(1-benzylpiperidin-4-oxy)acetamide). RXN SMILES: Cl.[CH2:2]([N:9]1[CH2:14][CH2:13][CH:12]([O:15][CH2:16][C:17]([OH:19])=O)[CH2:11][CH2:10]1)[C:3]1[CH:8]=[CH:7][CH:6]=[CH:5][CH:4]=1.Cl.[CH2:21]([N:28]1CCC(OCC(OC)=O)CC1)[C:22]1C=CC=CC=1.C(N)C>CO>[CH2:21]([NH:28][C:17](=[O:19])[CH2:16][O:15][CH:12]1[CH2:11][CH2:10][N:9]([CH2:2][C:3]2[CH:4]=[CH:5][CH:6]=[CH:7][CH:8]=2)[CH2:14][CH2:13]1)[CH3:22] |f:0.1|. Procedure details: 2-(1-Benzylpiperidin-4-oxy)acetic acid, hydrochloride, prepared similarly to Preparation L Part A, was converted to its methyl ester by refluxing in methanol plus concentrated hydrochloric acid. Methyl 2-(1-benzylpiperidin-4-oxy)acetate (10 g) and ethylamine (50 ml) with 3 A molecular sieves were heated in a bomb at 120° for 6 hours. The solvent was then evaporated in vacuo, the residue triturated with ether, filtered and the filtrate evaporated to give N-ethyl-2-(1-benzylpiperidin-4-oxy)acetami... Procedure: Sulfuric acid (4.00 mL, 47.3 mmol) was added to a mixture of 1-benzhydryl-3-hydroxyazetidine-3-carboxylic acid (2.13 g, 7.50 mmol) in MeOH (20 mL). The mixture was heated to 80° C. for 18 h, diluted with EtOAc, extracted with water, 1N NaOH, dried over MgSO4, and evaporated. The solid was rinsed with Et2O to give methyl 1-benzhydryl-3-hydroxyazetidine-3-carboxylate. 1H NMR (300 MHz, CDCl3) δ ppm 7.43-7.49 (m, 4H), 7.24-7.31 (m, 4H), 7.15-7.23 (m, 2H), 4.54 (s, 1H), 3.90 (s, 3H), 3.59-3.72 (m, 2H... Conditions: temperature 80 celsius. The solvent is CCOC(=O)C (EtOAc). RXN SMILES: S(=O)(=O)(O)O.[CH:6]([N:19]1[CH2:22][C:21]([OH:26])([C:23]([OH:25])=[O:24])[CH2:20]1)([C:13]1[CH:18]=[CH:17][CH:16]=[CH:15][CH:14]=1)[C:7]1[CH:12]=[CH:11][CH:10]=[CH:9][CH:8]=1.[CH3:27]O>CCOC(C)=O>[CH:6]([N:19]1[CH2:20][C:21]([OH:26])([C:23]([O:25][CH3:27])=[O:24])[CH2:22]1)([C:7]1[CH:12]=[CH:11][CH:10]=[CH:9][CH:8]=1)[C:13]1[CH:18]=[CH:17][CH:16]=[CH:15][CH:14]=1. Starting materials: S(O)(O)(=O)=O (Sulfuric acid), C(C1=CC=CC=C1)(C1=CC=CC=C1)N1CC(C1)(C(=O)O)O (1-benzhydryl-3-hydroxyazetidine-3-carboxylic acid), CO (MeOH). Product: C(C1=CC=CC=C1)(C1=CC=CC=C1)N1CC(C1)(C(=O)OC)O (methyl 1-benzhydryl-3-hydroxyazetidine-3-carboxylate). The reactants are NC1=CC=C2C(=N1)C(=CN2)C2CCN(CC2)CC (5-amino-3-(1-ethylpiperidin-4-yl)pyrrolo[3,2-b]pyridine), Cl.N1=CC=C(C=C1)C(=O)Cl (4-pyridinecarbonyl chloride hydrochloride). Yields the product N1=CC=C(C=C1)C(=O)NC1=CC=C2C(=N1)C(=CN2)C2CCN(CC2)CC (5-(N-[4-pyridinecarbonyl]amino)-3-(1-ethylpiperidin-4-yl)pyrrolo[3,2-b]pyridine). RXN SMILES: [NH2:1][C:2]1[N:7]=[C:6]2[C:8]([CH:11]3[CH2:16][CH2:15][N:14]([CH2:17][CH3:18])[CH2:13][CH2:12]3)=[CH:9][NH:10][C:5]2=[CH:4][CH:3]=1.Cl.[N:20]1[CH:25]=[CH:24][C:23]([C:26](Cl)=[O:27])=[CH:22][CH:21]=1>>[N:20]1[CH:25]=[CH:24][C:23]([C:26]([NH:1][C:2]2[N:7]=[C:6]3[C:8]([CH:11]4[CH2:16][CH2:15][N:14]([CH2:17][CH3:18])[CH2:13][CH2:12]4)=[CH:9][NH:10][C:5]3=[CH:4][CH:3]=2)=[O:27])=[CH:22][CH:21]=1 |f:1.2|. Procedure: Beginning with 0.015 gm (0.061 mMol) 5-amino-3-(1-ethylpiperidin-4-yl)pyrrolo[3,2-b]pyridine and 0.014 gm (0.080 mMol) 4-pyridinecarbonyl chloride hydrochloride, the title compound was prepared essentially by the procedure described in Example 7. The reactants are aqueous solution, [Mn](=O)(=O)(=O)[O-].[K+] (potassium permanganate), C(C)(=O)NC1=CC=C(C(=N1)C=O)OCC1=CC=CC=C1 (6-acetylamino-3-benzyloxypicoline aldehyde). Run in CC(=O)C (acetone). Run at time 1 hour. The product is C(C)(=O)NC1=CC=C(C(=N1)C(=O)O)OCC1=CC=CC=C1 (6-acetylamino-3-benzyloxy picolinic acid). The yield is 29.0%. As a reaction SMILES: [C:1]([NH:4][C:5]1[N:10]=[C:9]([CH:11]=[O:12])[C:8]([O:13][CH2:14][C:15]2[CH:20]=[CH:19][CH:18]=[CH:17][CH:16]=2)=[CH:7][CH:6]=1)(=[O:3])[CH3:2].[Mn]([O-])(=O)(=O)=[O:22].[K+]>CC(C)=O>[C:1]([NH:4][C:5]1[N:10]=[C:9]([C:11]([OH:22])=[O:12])[C:8]([O:13][CH2:14][C:15]2[CH:20]=[CH:19][CH:18]=[CH:17][CH:16]=2)=[CH:7][CH:6]=1)(=[O:3])[CH3:2] |f:1.2|. Procedure details: 4.9 g (18 mmol) of 6-acetylamino-3-benzyloxypicoline aldehyde was added to 100 ml of acetone. 400 ml of an aqueous solution of 4.3 g (27 mmol) of potassium permanganate was added thereto, and the mixture was stirred at room temperature for one hour. Precipitated manganese dioxide was filtered off and washed with 100 ml of hot water. The filtrate was extracted with ethyl acetate, and the aqueous layer was neutralized with citric acid. Precipitated crystals were extracted with chloroform, washed w...